From a dataset of the Open Reaction Database (ORD), a public repository of structured organic reaction records. describe an organic reaction: reactants, conditions, products, and yield Reactants: CC(=O)Oc1ccccc1, O=C(O)c1ccc(O)cc1. Yields the product O=C(Oc1ccccc1)c1ccc(O)cc1. Reaction SMILES: [CH3:11][C:12]([O:13][c:15]1[cH:16][cH:17][cH:18][cH:19][cH:20]1)=[O:14].[OH:1][c:2]1[cH:3][cH:4][c:5]([C:6](=[O:7])[OH:8])[cH:9][cH:10]1>>[OH:1][c:2]1[cH:3][cH:4][c:5]([C:6](=[O:7])[O:8][c:15]2[cH:16][cH:17][cH:18][cH:19][cH:20]2)[cH:9][cH:10]1.